Dataset: the Open Reaction Database (ORD), a public repository of structured organic reaction records. Task: describe an organic reaction: reactants, conditions, products, and yield The reactants are OB(O)c1cccc(C(F)(F)F)c1 (effective_coupling_partner), COc2nc(OC)nc(Oc1ccc(C=O)cc1)n2 (substrate). The reagents and catalysts are dppf. Run at temperature 110 celsius, time 24 hour. Product: O=Cc2ccc(c1cccc(C(F)(F)F)c1)cc2. The reactants are C1(=CC=C(C=C1)C(C)(C)O)C (2-p-tolylpropan-2-ol), BrN1C(CCC1=O)=O (N-bromosuccinimide), CCOC(=O)C (EtOAc), O (water). Reagents/catalysts: C(C1=CC=CC=C1)(=O)OOC(C1=CC=CC=C1)=O (benzoyl peroxide). The solvent is C(Cl)(Cl)(Cl)Cl (carbon tetrachloride). The product is BrCC1=CC=C(C=C1)C(C)(C)O (2-(4-(bromomethyl)phenyl)propan-2-ol). Isolated yield 82.0%. As a reaction SMILES: [C:1]1([CH3:11])[CH:6]=[CH:5][C:4]([C:7]([OH:10])([CH3:9])[CH3:8])=[CH:3][CH:2]=1.[Br:12]N1C(=O)CCC1=O.CCOC(C)=O.O>C(Cl)(Cl)(Cl)Cl.C(OOC(=O)C1C=CC=CC=1)(=O)C1C=CC=CC=1>[Br:12][CH2:11][C:1]1[CH:2]=[CH:3][C:4]([C:7]([OH:10])([CH3:8])[CH3:9])=[CH:5][CH:6]=1. Reported procedure: To a stirring solution of 2-p-tolylpropan-2-ol (500 mg, 3.3 mmol) in carbon tetrachloride at room temperature under argon was added N-bromosuccinimide (590 mg, 3.3 mmol), followed by benzoyl peroxide (16 mg, 0.06 mmol). The reaction mixture was stirred at reflux for 4 h. The reaction mixture was concentrated under reduced pressure to obtain a colorless gum. EtOAc (20 mL) and water (20 mL) were added and the layers were separated. The organic layer was dried (MgSO4), filtered and concentrated und... The product is FC1=CC=C2NCC(N(C2=C1)C)=O (7-Fluoro-3,4-dihydromethylquinoxaline-2(1H)-one). Procedure: A mixture of N-(4-fluoro-5-methyl-2-nitrophenyl)glycine sodium salt(0. 125 g, 0.548 mmol) and tin (II) chloride dihydrate (0.370 g, 1.64 mmol, Aldrich, used as received) in ethanol (3.0 mL) was refluxed for 30 min. It was then cooled to room temperature and the solvent was removed under vacuum. The residue was diluted with water (4.0 mL) and basified with saturated NaHCO3 to pH ˜8. The resulting. suspension was extracted with ethyl acetate (30 mL). The extract was dried over Na2SO4 and evaporate... As a reaction SMILES: [Na+].[F:2][C:3]1[C:8](C)=[CH:7][C:6]([NH:10][CH2:11][C:12]([O-:14])=O)=[C:5]([N+:15]([O-])=O)[CH:4]=1.O.O.[Sn](Cl)Cl.[CH2:23](O)C>>[F:2][C:3]1[CH:4]=[C:5]2[C:6]([NH:10][CH2:11][C:12](=[O:14])[N:15]2[CH3:23])=[CH:7][CH:8]=1 |f:0.1,2.3.4|. The reactants are [Na+].FC1=CC(=C(C=C1C)NCC(=O)[O-])[N+](=O)[O-] (N-(4-fluoro-5-methyl-2-nitrophenyl)glycine sodium salt), O.O.[Sn](Cl)Cl (tin (II) chloride dihydrate), C(C)O (ethanol). The reactants are [BH-](OC(=O)C)(OC(=O)C)OC(=O)C.[Na+] (NaBH(OAc)3), C(=O)C1=C(C=CC=C1)C=1C=CC(=NC1)C(=O)NCCC(=O)OCC (ethyl 3-(5-(2-formylphenyl)picolinamido)propanoate), C1(=CC=C(C=C1)N)C1=CC=CC=C1 ([1,1′-biphenyl]-4-amine), CC(=O)O (AcOH). Run in CCOC(=O)C (EtOAc), C1CCOC1 (THF). Reaction conditions: temperature 40 celsius. The product is C1(=CC=C(C=C1)NCC1=C(C=CC=C1)C=1C=CC(=NC1)C(=O)NCCC(=O)OCC)C1=CC=CC=C1 (Ethyl 3-(5-(2-(([1,1′-biphenyl]-4-ylamino)methyl)phenyl)picolinamido)propanoate). RXN SMILES: [BH-](OC(C)=O)(OC(C)=O)OC(C)=O.[Na+].[CH:15]([C:17]1[CH:22]=[CH:21][CH:20]=[CH:19][C:18]=1[C:23]1[CH:24]=[CH:25][C:26]([C:29]([NH:31][CH2:32][CH2:33][C:34]([O:36][CH2:37][CH3:38])=[O:35])=[O:30])=[N:27][CH:28]=1)=O.[C:39]1([C:46]2[CH:51]=[CH:50][CH:49]=[CH:48][CH:47]=2)[CH:44]=[CH:43][C:42]([NH2:45])=[CH:41][CH:40]=1.CC(O)=O>CCOC(C)=O.C1COCC1>[C:39]1([C:46]2[CH:51]=[CH:50][CH:49]=[CH:48][CH:47]=2)[CH:40]=[CH:41][C:42]([NH:45][CH2:15][C:17]2[CH:22]=[CH:21][CH:20]=[CH:19][C:18]=2[C:23]2[CH:24]=[CH:25][C:26]([C:29]([NH:31][CH2:32][CH2:33][C:34]([O:36][CH2:37][CH3:38])=[O:35])=[O:30])=[N:27][CH:28]=2)=[CH:43][CH:44]=1 |f:0.1|. Procedure: Solid NaBH(OAc)3 (214 mg, 1.0 mmol) was added to a THF solution of ethyl 3-(5-(2-formylphenyl)picolinamido)propanoate (220 mg, 0.7 mmol), [1,1′-biphenyl]-4-amine (171 mg, 1.0 mmol), and AcOH (0.04 mL, 0.7 mmol) and the resulting mixture was warmed to 40° C. After 18 h the resulting mixture diluted with EtOAc washed with water and brine, dried (Na2SO4), dry-packed onto silica gel and purified via column chromatography to yield the title compound. Starting materials: N[C@H](C[C@@H]([C@H](CC1=CC=CC=C1)NC(=O)OCC1=CN=CS1)O)CC1=CC=CC=C1 ((2S,3S,5S)-5-Amino-2-(N-((5-thiazolyl)methoxycarbonyl)amino)-1,6-diphenyl-3-hydroxyhexane), C=1C=CC2=C(C1)N=NN2O (HOBT), CN(CC=1N=C(SC1)C(C)C)C(=O)N[C@@H](C(C)C)C(=O)O (N-((N-Methyl-N-((2-isopropyl-4-thiazolyl)methyl)amino)-carbonyl)-L-valine), C1CCC(CC1)N=C=NC2CCCCC2 (DCC). Solvent: C1CCOC1 (THF). Reaction conditions: time 16 hour. Yields the product CN(CC=1N=C(SC1)C(C)C)C(=O)N[C@@H](C(C)C)C(=O)N[C@H](C[C@@H]([C@H](CC1=CC=CC=C1)NC(=O)OCC1=CN=CS1)O)CC1=CC=CC=C1 ((2S,3S,5S)-5-(N-(N-((N-Methyl-N-((2-isopropyl-4-thiazolyl)methyl)amino)carbonyl)valinyl)amino)-2-(N-((5-thiazolyl)methoxycarbonyl)amino)-1,6-diphenyl-3-hydroxyhexane). Reaction SMILES: [NH2:1][C@@H:2]([CH2:24][C:25]1[CH:30]=[CH:29][CH:28]=[CH:27][CH:26]=1)[CH2:3][C@H:4]([OH:23])[C@@H:5]([NH:13][C:14]([O:16][CH2:17][C:18]1[S:22][CH:21]=[N:20][CH:19]=1)=[O:15])[CH2:6][C:7]1[CH:12]=[CH:11][CH:10]=[CH:9][CH:8]=1.C1C=CC2N(O)N=NC=2C=1.[CH3:41][N:42]([C:52]([NH:54][C@H:55]([C:59](O)=[O:60])[CH:56]([CH3:58])[CH3:57])=[O:53])[CH2:43][C:44]1[N:45]=[C:46]([CH:49]([CH3:51])[CH3:50])[S:47][CH:48]=1.C1CCC(N=C=NC2CCCCC2)CC1>C1COCC1>[CH3:41][N:42]([C:52]([NH:54][C@H:55]([C:59]([NH:1][C@@H:2]([CH2:24][C:25]1[CH:26]=[CH:27][CH:28]=[CH:29][CH:30]=1)[CH2:3][C@H:4]([OH:23])[C@@H:5]([NH:13][C:14]([O:16][CH2:17][C:18]1[S:22][CH:21]=[N:20][CH:19]=1)=[O:15])[CH2:6][C:7]1[CH:12]=[CH:11][CH:10]=[CH:9][CH:8]=1)=[O:60])[CH:56]([CH3:58])[CH3:57])=[O:53])[CH2:43][C:44]1[N:45]=[C:46]([CH:49]([CH3:51])[CH3:50])[S:47][CH:48]=1. Procedure: To a solution of the product of Example 70 (9.1 g, 21.4 mmol), HOBT (3.6 g, 23.5 mmol) and N-((N-Methyl-N-((2-isopropyl-4-thiazolyl)methyl)amino)-carbonyl)-L-valine (7.37 g, 23.5 mmol)in THF (170 mL) was added DCC (4.85 g, 23.5 mmol). The solution was stirred at ambient temperature for 16 hours (DCU precipitates). THF was removed under vacuum and the resulting paste was stirred with cold 1N HCl (106 mL at 5° C.) for 3 hours to dissolve the crude product. The DCU was removed by filtration and the... Starting materials: ClC(=O)OC(CC(C)(OOC(C)(C)C)C)C (1,3-dimethyl-3-(t-butylperoxy)butyl chloroformate), NN (hydrazine). Yields the product C(NN)(=O)OC(CC(C)(OOC(C)(C)C)C)C (1,3-Dimethyl-3-(t-butylperoxy)butyl carbazate). As a reaction SMILES: Cl[C:2]([O:4][CH:5]([CH3:16])[CH2:6][C:7]([CH3:15])([O:9][O:10][C:11]([CH3:14])([CH3:13])[CH3:12])[CH3:8])=[O:3].[NH2:17][NH2:18]>>[C:2]([O:4][CH:5]([CH3:16])[CH2:6][C:7]([CH3:15])([O:9][O:10][C:11]([CH3:14])([CH3:13])[CH3:12])[CH3:8])(=[O:3])[NH:17][NH2:18]. Reported procedure: 1,3-Dimethyl-3-(t-butylperoxy)butyl carbazate was prepared by reacting 1,3-dimethyl-3-(t-butylperoxy)butyl chloroformate with 11 molar excess of 54% aqueous hydrazine.